From a dataset of the Open Reaction Database (ORD), a public repository of structured organic reaction records. describe an organic reaction: reactants, conditions, products, and yield Reactants: CC=1N=C(SC1)C1=CC(=NC(=N1)C=1SC=C(N1)C(F)(F)F)O (6-(4-Methylthiazol-2-yl)-2-(4-trifluoromethylthiazol-2-yl)-pyrimidin-4-ol), COC(=O)[C@@]12NC([C@@H]3C[C@@H](CCN3C(N(CCCC\C=C/[C@@H]2C1)C)=O)O)=O ((Z)-(1S,4R,6S,18R)-18-hydroxy-13-methyl-2,14-dioxo-3,13,15-triaza-tricyclo[13.4.0.0*4,6*]nonadec-7-ene-4-carboxylic acid methyl ester), COC(=O)[C@@]12NC([C@@H]3C[C@@H](CCN3C(N(CCCC\C=C/[C@@H]2C1)C)=O)OC1=CC(=NC2=C(C(=CC=C12)OC)C)C=1SC=C(N1)C#C)=O ((Z)-(1S,4R,6S,18R)-18-[2-(4-ethynyl-thiazol-2-yl)-7-methoxy-8-methyl-quinolin-4-yloxy]-13-methyl-2,14-dioxo-3,13,15-triaza-tricyclo[13.4.0.0*4,6*]nonadec-7-ene-4-carboxylic acid methyl ester). Yield: 97.0%. Product: COC(=O)[C@@]12NC([C@@H]3C[C@H](CCN3C(N(CCCCC=C[C@@H]2C1)C)=O)OC1=NC(=NC(=C1)C=1SC=C(N1)C)C=1SC=C(N1)C(F)(F)F)=O ((1S,4R,6S,18S)-18[6-(4-Methylthiazol-2-yl)-2-(4-trifluoromethylthiazol-2-yl)-pyrimidin-4-yloxy]-13-N-methyl-2,14-dioxo-3,13,15-triazatricyclo[13.4.0.0*4,6*]nonadec-7-ene-4-carboxylic acid methyl ester). Procedure: (1S,4R,6S,18S)-18[6-(4-Methylthiazol-2-yl)-2-(4-trifluoromethylthiazol-2-yl)-pyrimidin-4-yloxy]-13-N-methyl-2,14-dioxo-3,13,15-triazatricyclo[13.4.0.0*4,6*]nonadec-7-ene-4-carboxylic acid methyl ester 41b was synthesized from compounds B1 (150 mg, 1.2 eq.) and 36 (44.3 mg, 1 eq), according to the procedure as described for compound 37, as a beige solid in 97% yield. MS (ESI, EI−) m/z=704 (MH−). Reaction SMILES: [CH3:1][C:2]1[N:3]=[C:4]([C:7]2[N:12]=[C:11]([C:13]3[S:14][CH:15]=[C:16]([C:18]([F:21])([F:20])[F:19])[N:17]=3)[N:10]=[C:9]([OH:22])[CH:8]=2)[S:5][CH:6]=1.[CH3:23][O:24][C:25]([C@@:27]12[CH2:45][C@H:44]1[CH:43]=[CH:42][CH2:41][CH2:40][CH2:39][CH2:38][N:37]([CH3:46])[C:36](=[O:47])[N:35]1[C@@H:30]([CH2:31][C@H:32](O)[CH2:33][CH2:34]1)[C:29](=[O:49])[NH:28]2)=[O:26].COC([C@@]12C[C@H]1C=CCCCCN(C)C(=O)N1[C@@H](C[C@H](OC3C4C(=C(C)C(OC)=CC=4)N=C(C4SC=C(C#C)N=4)C=3)CC1)C(=O)N2)=O>>[CH3:23][O:24][C:25]([C@@:27]12[CH2:45][C@H:44]1[CH:43]=[CH:42][CH2:41][CH2:40][CH2:39][CH2:38][N:37]([CH3:46])[C:36](=[O:47])[N:35]1[C@@H:30]([CH2:31][C@@H:32]([O:22][C:9]3[CH:8]=[C:7]([C:4]4[S:5][CH:6]=[C:2]([CH3:1])[N:3]=4)[N:12]=[C:11]([C:13]4[S:14][CH:15]=[C:16]([C:18]([F:21])([F:20])[F:19])[N:17]=4)[N:10]=3)[CH2:33][CH2:34]1)[C:29](=[O:49])[NH:28]2)=[O:26]. The reactants are ClCC=1N=C(SC1)C1CCC1 (4-chloromethyl-2-cyclobutyl-thiazole), C1(=CC=CC=C1)P(C1=CC=CC=C1)C1=CC=CC=C1 (triphenylphosphine). Run in C1(=CC=CC=C1)C (toluene). Yields the product [Cl-].C1(=CC=CC=C1)[PH+](C1=CC=CC=C1)C1=CC=CC=C1 (triphenylphosphonium chloride). As a reaction SMILES: [Cl:1]CC1N=C(C2CCC2)SC=1.[C:12]1([P:18]([C:25]2[CH:30]=[CH:29][CH:28]=[CH:27][CH:26]=2)[C:19]2[CH:24]=[CH:23][CH:22]=[CH:21][CH:20]=2)[CH:17]=[CH:16][CH:15]=[CH:14][CH:13]=1>C1(C)C=CC=CC=1>[Cl-:1].[C:25]1([PH+:18]([C:12]2[CH:13]=[CH:14][CH:15]=[CH:16][CH:17]=2)[C:19]2[CH:24]=[CH:23][CH:22]=[CH:21][CH:20]=2)[CH:26]=[CH:27][CH:28]=[CH:29][CH:30]=1 |f:3.4|. Procedure details: A mixture of 4.8 g of 4-chloromethyl-2-cyclobutyl-thiazole, 7.0 g of triphenylphosphine and 125 ml of toluene was heated to reflux for 16 hr and then cooled to room temperature. The mixture was then filtered to yield 4.8 g of [(2-cyclobutyl-4-thiazolyl)methyl]=triphenylphosphonium chloride. The reactants are O=Cc1ccc(-c2cccc(CNC(=O)c3ccccc3)c2)cc1, O=C1CSC(=O)N1. Yields the product O=C1NC(=O)C(Cc2ccc(-c3cccc(CNC(=O)c4ccccc4)c3)cc2)S1. RXN SMILES: [CH:1](=[O:2])[c:3]1[cH:4][cH:5][c:6](-[c:9]2[cH:10][c:11]([CH2:15][NH:16][C:17]([c:18]3[cH:19][cH:20][cH:21][cH:22][cH:23]3)=[O:24])[cH:12][cH:13][cH:14]2)[cH:7][cH:8]1.[S:25]1[C:26](=[O:31])[NH:27][C:28](=[O:30])[CH2:29]1>>[CH2:1]([c:3]1[cH:4][cH:5][c:6](-[c:9]2[cH:10][c:11]([CH2:15][NH:16][C:17]([c:18]3[cH:19][cH:20][cH:21][cH:22][cH:23]3)=[O:24])[cH:12][cH:13][cH:14]2)[cH:7][cH:8]1)[CH:29]1[S:25][C:26](=[O:31])[NH:27][C:28]1=[O:30].